Task: describe an organic reaction: reactants, conditions, products, and yield. Dataset: the Open Reaction Database (ORD), a public repository of structured organic reaction records The reactants are CC(C#C)(CCC)O (3-methyl-1-hexyn-3-ol), [Na+].COC1=C(NC=C1)\C=C\1/C(NC2=CC=CC(=C12)C#CCCC(=O)[O-])=O ((Z)-5-[2,3-Dihydro-3-[(3-methoxy-1H-pyrrol-2-yl)methylene]-2-oxo-1H-indol-4-yl]-4-pentynoic acid Sodium salt), [Na+].COC1=C(NC=C1)\C=C\1/C(NC2=CC=CC(=C12)C#CCCC(=O)[O-])=O ((Z)-5-[2,3-Dihydro-3-[(3-methoxy-1H-pyrrol-2-yl)methylene]-2-oxo-1H-indol-4-yl]-4-pentynoic acid Sodium salt). The reagents and catalysts are Cl[Pd]([P](C1=CC=CC=C1)(C2=CC=CC=C2)C3=CC=CC=C3)([P](C4=CC=CC=C4)(C5=CC=CC=C5)C6=CC=CC=C6)Cl ((Ph3P)2PdCl2), [Cu]I (CuI). Run in CCN(CC)CC (Et3N), CN(C)C=O (DMF). The product is OC(C#CC1=C2/C(/C(NC2=CC=C1)=O)=C/C=1NC=CC1OC)(CCC)C (rac-(Z)-1,3-dihydro-4-(3-hydroxy-3-methyl-1-hexynyl)-3-[(3-methoxy-1H-pyrrol-2-yl)methylene]-2H-indol-2-one). RXN SMILES: [CH3:1][C:2]([OH:8])([CH2:5][CH2:6][CH3:7])[C:3]#[CH:4].[Na+].[CH3:10][O:11][C:12]1[CH:16]=[CH:15][NH:14][C:13]=1/[CH:17]=[C:18]1\[C:19](=[O:34])[NH:20][C:21]2[C:26]\1=[C:25](C#CCCC([O-])=O)[CH:24]=[CH:23][CH:22]=2>Cl[Pd](Cl)([P](C1C=CC=CC=1)(C1C=CC=CC=1)C1C=CC=CC=1)[P](C1C=CC=CC=1)(C1C=CC=CC=1)C1C=CC=CC=1.[Cu]I.CN(C=O)C.CCN(CC)CC>[OH:8][C:2]([CH3:1])([CH2:5][CH2:6][CH3:7])[C:3]#[C:4][C:25]1[CH:24]=[CH:23][CH:22]=[C:21]2[C:26]=1/[C:18](=[CH:17]/[C:13]1[NH:14][CH:15]=[CH:16][C:12]=1[O:11][CH3:10])/[C:19](=[O:34])[NH:20]2 |f:1.2,^1:37,56|. Procedure details: Using Method D above, 3-methyl-1-hexyn-3-ol (98 mg, 0.87 mmol) (Aldrich) was coupled with (Z)-4-bromo-1,3-dihydro-3-[(3-methoxy-1H-pyrrol-2-yl)methylene]-2H-indol-2-one (Starting Material I supra) (127 mg, 0.4 mmol) using (Ph3P)2PdCl2 (46 mg) and CuI (22 mg) as catalyst in DMF (3 mL) and Et3N (3 mL) as solvent at 70° C. for 22 h yielding rac-(Z)-1,3-dihydro-4-(3-hydroxy-3-methyl-1-hexynyl)-3-[(3-methoxy-1H-pyrrol-2-yl)methylene]-2H-indol-2-one. (Yield 92 mg, 66%). Reactants: FC(C=1C(=NC=CC1)N1CCNCC1)(F)F (1-(3-trifluoromethylpyridin-2-yl)piperazine), ClC1=NC2=C(N1)C=C(C=C2)C(F)(F)F (2-chloro-6-trifluoromethyl-1H-benzoimidazole). Yields the product FC(C1=CC2=C(N=C(N2)N2CCN(CC2)C2=NC=CC=C2C(F)(F)F)C=C1)(F)F (5-(Trifluoromethyl)-2-{4-[3-(trifluoromethyl)(2-pyridyl)]piperazinyl}benzoimidazole). As a reaction SMILES: [F:1][C:2]([F:16])([F:15])[C:3]1[C:4]([N:9]2[CH2:14][CH2:13][NH:12][CH2:11][CH2:10]2)=[N:5][CH:6]=[CH:7][CH:8]=1.Cl[C:18]1[NH:22][C:21]2[CH:23]=[C:24]([C:27]([F:30])([F:29])[F:28])[CH:25]=[CH:26][C:20]=2[N:19]=1>>[F:30][C:27]([F:28])([F:29])[C:24]1[CH:25]=[CH:26][C:20]2[N:19]=[C:18]([N:12]3[CH2:11][CH2:10][N:9]([C:4]4[C:3]([C:2]([F:1])([F:15])[F:16])=[CH:8][CH:7]=[CH:6][N:5]=4)[CH2:14][CH2:13]3)[NH:22][C:21]=2[CH:23]=1. Reported procedure: The title compound was prepared from 1-(3-trifluoromethylpyridin-2-yl)piperazine (Maybridge) and 2-chloro-6-trifluoromethyl-1H-benzoimidazole (Example 1c) under the conditions of Example 3c. MS (ESI, pos. ion) m/z: 416 (M+1). M.p. 221-224° C.